From a dataset of the Open Reaction Database (ORD), a public repository of structured organic reaction records. describe an organic reaction: reactants, conditions, products, and yield The reactants are [OH-].[NH4+] (ammonium hydroxide), C(CC)C=1N(C2=C(C=NC=3C=CC=CC23)N1)CCC(=O)NCCC (3-(2-Propyl-1H-imidazo[4,5-c]quinolin-1-yl)-N-propylpropanamide), C1=CC(=CC(=C1)Cl)C(=O)OO (mCPBA), C1(=CC=C(C=C1)S(=O)(=O)Cl)C (p-toluenesulfonyl chloride). Product: NC1=NC=2C=CC=CC2C2=C1N=C(N2CCC(=O)NCCC)CCC (3-(4-amino-2-propyl-1H-imidazo[4,5-c]quinolin-1-yl)-N-propylpropanamide). RXN SMILES: [CH2:1]([C:4]1[N:5]([CH2:17][CH2:18][C:19]([NH:21][CH2:22][CH2:23][CH3:24])=[O:20])[C:6]2[C:15]3[CH:14]=[CH:13][CH:12]=[CH:11][C:10]=3[N:9]=[CH:8][C:7]=2[N:16]=1)[CH2:2][CH3:3].C1C=C(Cl)C=C(C(OO)=O)C=1.C1(C)C=CC(S(Cl)(=O)=O)=CC=1.[OH-].[NH4+:48]>>[NH2:48][C:8]1[C:7]2[N:16]=[C:4]([CH2:1][CH2:2][CH3:3])[N:5]([CH2:17][CH2:18][C:19]([NH:21][CH2:22][CH2:23][CH3:24])=[O:20])[C:6]=2[C:15]2[CH:14]=[CH:13][CH:12]=[CH:11][C:10]=2[N:9]=1 |f:3.4|. Procedure: 3-(2-Propyl-1H-imidazo[4,5-c]quinolin-1-yl)-N-propylpropanamide (3.5 g, 11 mmol) was treated with mCPBA (5.85 g, 32.4 mmol) followed by ammonium hydroxide (40 mL) and p-toluenesulfonyl chloride (2.76 g, 14.6 mmol) according to a modification of the method described in Part D of Example 8. When the reaction was complete, the organic layer was separated, washed with 10% aqueous sodium bicarbonate, and concentrated under reduced pressure. The crude product was purified as described in Part D of Exa... Reactants: [H][H] (hydrogen), [OH-].[Na+] (sodium hydroxide), C(#N)[BH3-].[Na+] (sodium cyanoborohydride), CC=1C=C2C=CNC2=CC1 (5-methylindole). Solvent: C(C)(=O)O (acetic acid), O (water). Conditions: time 3 hour. The product is CC=1C=C2CCNC2=CC1 (5-methylindoline). The yield is 75.0%. As a reaction SMILES: C([BH3-])#N.[Na+].[CH3:5][C:6]1[CH:7]=[C:8]2[C:12](=[CH:13][CH:14]=1)[NH:11][CH:10]=[CH:9]2.[H][H].[OH-].[Na+]>C(O)(=O)C.O>[CH3:5][C:6]1[CH:7]=[C:8]2[C:12](=[CH:13][CH:14]=1)[NH:11][CH2:10][CH2:9]2 |f:0.1,4.5|. Procedure: 28.74 g (457 mmol) of sodium cyanoborohydride are added in small portions at below 20° C. to a solution of 20.0 g (152 mmol) of 5-methylindole in 300 ml of glacial acetic acid. The addition, which is slightly exothermic, is made over 3 hours and is accompanied by slight evolution of hydrogen. The mixture is stirred for 12 hours at below 20° C., and then 300 ml of water are added and the pH of the reaction medium is adjusted to between 10 and 12 by addition of 500 ml of 30% sodium hydroxide solut...